From a dataset of the Open Reaction Database (ORD), a public repository of structured organic reaction records. describe an organic reaction: reactants, conditions, products, and yield The reactants are O=C1NC(=O)C(c2c[nH]c3ccccc23)=C1Br, [H-], [Na+], CN(C)C=O, c1ccc2[nH]cnc2c1. The product is O=C1NC(=O)C(n2cnc3ccccc32)=C1c1c[nH]c2ccccc12. Reaction SMILES: [Br:12][C:13]1=[C:17]([c:18]2[cH:19][nH:20][c:21]3[cH:22][cH:23][cH:24][cH:25][c:26]23)[C:16](=[O:27])[NH:15][C:14]1=[O:28].[H-:1].[Na+:2].[O:29]=[CH:30][N:31]([CH3:32])[CH3:33].[n:3]1[cH:4][nH:5][c:6]2[c:7]1[cH:8][cH:9][cH:10][cH:11]2>>[n:3]1([C:13]2=[C:17]([c:18]3[cH:19][nH:20][c:21]4[cH:22][cH:23][cH:24][cH:25][c:26]34)[C:16](=[O:27])[NH:15][C:14]2=[O:28])[cH:4][n:5][c:6]2[c:7]1[cH:8][cH:9][cH:10][cH:11]2. Reaction SMILES: [N:1]1[CH:6]=[CH:5][N:4]=[C:3]2[NH:7][C:8]([C:10]3[C:18]4[C:13](=[CH:14][CH:15]=[CH:16][CH:17]=4)[N:12]([CH2:19][CH2:20][CH2:21][NH:22]C(=O)C)[CH:11]=3)=[CH:9][C:2]=12.N1[CH2:31][CH2:30][O:29][CH2:28][CH2:27]1.C(=O)([O-])[O-].[K+].[K+].[I-].[K+]>CC(CC)=O>[N:22]1([CH2:21][CH2:20][CH2:19][N:12]2[C:13]3[C:18](=[CH:17][CH:16]=[CH:15][CH:14]=3)[C:10]([C:8]3[NH:7][C:3]4=[N:4][CH:5]=[CH:6][N:1]=[C:2]4[CH:9]=3)=[CH:11]2)[CH2:31][CH2:30][O:29][CH2:28][CH2:27]1 |f:2.3.4,5.6|. Reported procedure: A mixture of 3-[3-(5H-pyrrolo[2,3-b]pyrazin-6-yl)-indol-1-yl]-propylbromide [250 mg, Reference Example 4], morpholine (0.5 mL), potassium carbonate (100 mg) and potassium iodide (2 crystals) in ethyl methyl ketone was heated at reflux for 2 hours. The mixture was then allowed to cool to ambient temperature over 16 hours then evaporated. The residue was subjected to flash chromatography on silica eluting with a mixture of dichloromethane and methanol (9:1, v/v) to give a yellow glass which was tr... The reactants are N1=C2C(=NC=C1)NC(=C2)C2=CN(C1=CC=CC=C21)CCCNC(C)=O (N-{3-[3-(5H-Pyrrolo[2,3-b]pyrazin-6-yl)-indol-1-yl]-propyl}-acetamide), N1CCOCC1 (morpholine), C([O-])([O-])=O.[K+].[K+] (potassium carbonate), [I-].[K+] (potassium iodide). The product is N1(CCOCC1)CCCN1C=C(C2=CC=CC=C12)C1=CC=2C(=NC=CN2)N1 (6-[1-(3-Morpholin-4-yl-propyl)-1H-indol-3-yl]-5H-pyrrolo[2,3-b]pyrazine). Run in CC(=O)CC (ethyl methyl ketone). Starting materials: C(=O)C1=CC=C(C=C1)CC(=O)OCC (ethyl p-formylphenylacetate), N1(CCCC1)C1=CCCC1 (pyrrolidinocyclopentene), Cl (hydrochloric acid), O (water). Run in C1=CC=CC=C1 (benzene), C1=CC=CC=C1 (benzene). Conditions: time 8 hour. Yields the product O=C1C(CCC1)=CC1=CC=C(C=C1)CC(=O)OCC (Ethyl 4-(2-oxo-1-cyclopentylidenemethyl)phenylacetate). As a reaction SMILES: [CH:1]([C:3]1[CH:8]=[CH:7][C:6]([CH2:9][C:10]([O:12][CH2:13][CH3:14])=[O:11])=[CH:5][CH:4]=1)=O.N1([C:20]2[CH2:24][CH2:23][CH2:22][CH:21]=2)CCCC1.Cl.[OH2:26]>C1C=CC=CC=1>[O:26]=[C:20]1[CH2:24][CH2:23][CH2:22][C:21]1=[CH:1][C:3]1[CH:8]=[CH:7][C:6]([CH2:9][C:10]([O:12][CH2:13][CH3:14])=[O:11])=[CH:5][CH:4]=1. Reported procedure: A mixture of 3.7 g of ethyl p-formylphenylacetate, 5.2 g of pyrrolidinocyclopentene and 20 ml of benzene was heated under reflux for 13 hours. After cooling, 5 ml of conc. hydrochloric acid and 5 ml of water were added to the reaction mixture and the resulting mixture was stirred at room temperature overnight. To the mixture added 100 ml of benzene, a benzene layer was separated, washed with water and dried over anhydrous sodium sulfate. Thereafter, the benzene was distilled off and the residue ...